This data is from the Open Reaction Database (ORD), a public repository of structured organic reaction records. The task is: describe an organic reaction: reactants, conditions, products, and yield The reactants are CC(C)(C)c1ccc(C=O)cc1, CC(=O)O[BH-](OC(C)=O)OC(C)=O, CCOC(C)=O, ClCCl, Cl, CC(C)(C)NC(=O)C(N)Cc1ccc(OCc2ccccc2)cc1, [Na+], [Na+], O=C([O-])O. The product is Cl, CC(C)(C)NC(=O)C(Cc1ccc(OCc2ccccc2)cc1)NCc1ccc(C(C)(C)C)cc1. Reaction SMILES: [C:26]([CH3:27])([CH3:28])([CH3:29])[c:30]1[cH:31][cH:32][c:33]([CH:34]=[O:35])[cH:36][cH:37]1.[C:38]([O:39][BH-:40]([O:41][C:42](=[O:43])[CH3:44])[O:45][C:46](=[O:47])[CH3:48])(=[O:49])[CH3:50].[CH3:60][CH2:61][O:62][C:63]([CH3:64])=[O:65].[Cl:57][CH2:58][Cl:59].[ClH:1].[NH2:2][CH:3]([C:4](=[O:5])[NH:6][C:7]([CH3:8])([CH3:9])[CH3:10])[CH2:11][c:12]1[cH:13][cH:14][c:15]([O:18][CH2:19][c:20]2[cH:21][cH:22][cH:23][cH:24][cH:25]2)[cH:16][cH:17]1.[Na+:51].[Na+:56].[O-:52][C:53]([OH:54])=[O:55]>>[ClH:1].[NH:2]([CH:3]([C:4](=[O:5])[NH:6][C:7]([CH3:8])([CH3:9])[CH3:10])[CH2:11][c:12]1[cH:13][cH:14][c:15]([O:18][CH2:19][c:20]2[cH:21][cH:22][cH:23][cH:24][cH:25]2)[cH:16][cH:17]1)[CH2:34][c:33]1[cH:32][cH:31][c:30]([C:26]([CH3:27])([CH3:28])[CH3:29])[cH:37][cH:36]1. Run at temperature 120 celsius, time 8 hour. Reactants: O=C1NC=2C=C(C=CC2C2=C1C=CS2)C#N (4-oxo-4,5-dihydrothieno[3,2-c]quinoline-7-carbonitrile), Cl (HCl), [N-]=[N+]=[N-].[Na+] (Sodium azide), [Cl-].[NH4+] (ammonium chloride). Isolated yield 76.0%. The product is N1N=NN=C1C=1C=CC=2C3=C(C(NC2C1)=O)C=CS3 (7-(1H-tetrazol-5-yl)thieno[3,2-c]quinolin-4(5H)-one), solid. Procedure: 4-oxo-4,5-dihydrothieno[3,2-c]quinoline-7-carbonitrile (1.0 eq, 20 mg, 0.088 mmol) was dissolved in anhydrous DMF (0.15 ml). Sodium azide (4.0 eq, 23 mg, 0.354 mmol) and ammonium chloride (4.0 eq, 19 mg, 0.354 mmol) were added and the mixture stirred at 120° C. overnight. The reaction mixture was cooled down and water was added. Addition of aqueous 6 N HCl induced formation of a precipitate. After filtration and drying in vacuo, 7-(1H-tetrazol-5-yl)thieno[3,2-c]quinolin-4(5H)-one was isolated as... Run in CN(C)C=O (DMF), O (water). RXN SMILES: [O:1]=[C:2]1[C:11]2[CH:12]=[CH:13][S:14][C:10]=2[C:9]2[CH:8]=[CH:7][C:6]([C:15]#[N:16])=[CH:5][C:4]=2[NH:3]1.[N-:17]=[N+:18]=[N-:19].[Na+].[Cl-].[NH4+].Cl>CN(C=O)C.O>[NH:17]1[C:15]([C:6]2[CH:7]=[CH:8][C:9]3[C:10]4[S:14][CH:13]=[CH:12][C:11]=4[C:2](=[O:1])[NH:3][C:4]=3[CH:5]=2)=[N:16][N:19]=[N:18]1 |f:1.2,3.4|. Isolated yield 56.0%. Reaction SMILES: [Br-].[CH2:2]([N+:5]([C:8]1[CH:13]=[CH:12][C:11]([CH2:14][NH:15][C:16]([C:18]2[N:19]([CH2:28][C:29]3[CH:34]=[CH:33][CH:32]=[C:31]([C:35]#[N:36])[CH:30]=3)[C:20]3[C:25]([CH:26]=2)=[CH:24][C:23]([F:27])=[CH:22][CH:21]=3)=[O:17])=[CH:10][CH:9]=1)([CH3:7])[CH3:6])[CH:3]=[CH2:4].[ClH:37].[NH3:38].C([OH:41])C>>[C:16]([OH:41])(=[O:17])[CH3:18].[Cl-:37].[CH2:2]([N+:5]([C:8]1[CH:13]=[CH:12][C:11]([CH2:14][NH:15][C:16]([C:18]2[N:19]([CH2:28][C:29]3[CH:34]=[CH:33][CH:32]=[C:31]([C:35](=[NH:38])[NH2:36])[CH:30]=3)[C:20]3[C:25]([CH:26]=2)=[CH:24][C:23]([F:27])=[CH:22][CH:21]=3)=[O:17])=[CH:10][CH:9]=1)([CH3:7])[CH3:6])[CH:3]=[CH2:4] |f:0.1,5.6.7|. Reactants: [Br-].C(C=C)[N+](C)(C)C1=CC=C(C=C1)CNC(=O)C=1N(C2=CC=C(C=C2C1)F)CC1=CC(=CC=C1)C#N (allyl-[4-({[1-(3-cyano-benzyl)-5-fluoro-1H-indole-2-carbonyl]-amino}-methyl)-phenyl]-dimethyl-ammonium bromide), Cl (hydrogen chloride), N (ammonia), C(C)O (ethanol). Procedure: This compound was prepared from allyl-[4-({[1-(3-cyano-benzyl)-5-fluoro-1H-indole-2-carbonyl]-amino}-methyl)-phenyl]-dimethyl-ammonium bromide (222 mg, 0.406 mmol), ethanol (12 ml), hydrogen chloride, and liquid ammonia analogously to example 19/3. The crude product was purified by chromatography on silica gel with dichloromethane/methanol/acetic acid 3:2:0.05 to 1:4:0.05. Lyophilization gave 131 mg of the desired product (56%). M.p. 133° C. (dec.). MS: 484.3 (M+). Yields the product C(C)(=O)O.[Cl-].C(C=C)[N+](C)(C)C1=CC=C(C=C1)CNC(=O)C=1N(C2=CC=C(C=C2C1)F)CC1=CC(=CC=C1)C(N)=N (Allyl-[4-({[1-(3-amidino-benzyl)-5-fluoro-1H-indole-2-carbonyl]-amino}-methyl)-phenyl]-dimethyl-ammonium chloride acetic acid salt). Starting materials: CC=1C=C(C=CC1)C(CCN1CCCCC1)NC(=O)CC1=NC2=CC=CC=C2C=C1 (N-[1-(3-methylphenyl)-3-piperidinopropyl]quinaldinamide), C(\C=C\C(=O)O)(=O)O (fumaric acid). Yields the product C(\C=C\C(=O)O)(=O)O.CC=1C=C(C=CC1)C(CCN1CCCCC1)NC(=O)CC1=NC2=CC=CC=C2C=C1 (N-[1-(3-methylphenyl)-3-piperidinopropyl]quinaldinamide fumarate). Isolated yield 68.4%. As a reaction SMILES: [CH3:1][C:2]1[CH:3]=[C:4]([CH:8]([NH:17][C:18]([CH2:20][C:21]2[CH:30]=[CH:29][C:28]3[C:23](=[CH:24][CH:25]=[CH:26][CH:27]=3)[N:22]=2)=[O:19])[CH2:9][CH2:10][N:11]2[CH2:16][CH2:15][CH2:14][CH2:13][CH2:12]2)[CH:5]=[CH:6][CH:7]=1.[C:31]([OH:38])(=[O:37])/[CH:32]=[CH:33]/[C:34]([OH:36])=[O:35]>>[C:31]([OH:38])(=[O:37])/[CH:32]=[CH:33]/[C:34]([OH:36])=[O:35].[CH3:1][C:2]1[CH:3]=[C:4]([CH:8]([NH:17][C:18]([CH2:20][C:21]2[CH:30]=[CH:29][C:28]3[C:23](=[CH:24][CH:25]=[CH:26][CH:27]=3)[N:22]=2)=[O:19])[CH2:9][CH2:10][N:11]2[CH2:12][CH2:13][CH2:14][CH2:15][CH2:16]2)[CH:5]=[CH:6][CH:7]=1 |f:2.3|. Procedure details: The procedure of Example 11 was repeated using 678 mg (1.75 mmol.) of N-[1-(3-methylphenyl)-3-piperidinopropyl]quinaldinamide and 203 mg (1.75 mmol.) of fumaric acid, to obtain 620 mg (yield: 70%) of the subject compound as a white crystalline product. Reactants: solution, ClC1=CC=C(CN2C(N(N=C(C2=O)Br)C=2C=C(C#N)C=CC2)=O)C=C1 (3-(4-(4-chlorobenzyl)-6-bromo-3,5-dioxo-4,5-dihydro-1,2,4-triazin-2(3H)-yl)benzonitrile), C[O-].[Na+] (sodium methoxide). Solvent: CN(C)C=O (DMF). Reaction conditions: temperature 0 celsius, time 1 hour. Yields the product ClC1=CC=C(CN2C(N(N=C(C2=O)OC)C=2C=C(C#N)C=CC2)=O)C=C1 (3-(4-(4-chlorobenzyl)-6-methoxy-3,5-dioxo-4,5-dihydro-1,2,4-triazin-2(3H)-yl)benzonitrile). Isolated yield 56.5%. RXN SMILES: [Cl:1][C:2]1[CH:25]=[CH:24][C:5]([CH2:6][N:7]2[C:12](=[O:13])[C:11](Br)=[N:10][N:9]([C:15]3[CH:16]=[C:17]([CH:20]=[CH:21][CH:22]=3)[C:18]#[N:19])[C:8]2=[O:23])=[CH:4][CH:3]=1.[CH3:26][O-:27].[Na+]>CN(C=O)C>[Cl:1][C:2]1[CH:25]=[CH:24][C:5]([CH2:6][N:7]2[C:12](=[O:13])[C:11]([O:27][CH3:26])=[N:10][N:9]([C:15]3[CH:16]=[C:17]([CH:20]=[CH:21][CH:22]=3)[C:18]#[N:19])[C:8]2=[O:23])=[CH:4][CH:3]=1 |f:1.2|. Procedure details: According to Scheme 2 Step 4: To a stirred solution of 3-(4-(4-chlorobenzyl)-6-bromo-3,5-dioxo-4,5-dihydro-1,2,4-triazin-2(3H)-yl)benzonitrile (0.300 g, 0.72 mmol) in DMF (5 ml) was added, dropwise, at 0° C., 2M solution of sodium methoxide (0.72 mmol, 0.359 ml). The mixture was stirred 1 hour at 0° C. then quenched with water and extracted with ethyl acetate (×3). The combined organic layers were successively washed with water then with brine, dried over MgSO4, filtered and concentrated. The cr... The reactants are O=C1N(C(CC1)=O)OC(=O)NC1=CC(=C(OCCNC(OC(C)(C)C)=O)C=C1)C1=CC=NN1C (tert-butyl {2-[4-({[(2,5-dioxopyrrolidin-1-yl)oxy]carbonyl}amino)-2-(1-methyl-1H-pyrazol-5-yl)phenoxy]ethyl}carbamate), CN(C=O)C (dimethylformamide), C1NCCC2=CC=CC=C12 (1,2,3,4-tetrahydroisoquinoline), Cl (hydrochloric acid), CCOCC (ether). The reagents and catalysts are Cl (hydrochloric acid). Reaction conditions: time 18 hour. The product is NCCOC1=C(C=C(C=C1)NC(=O)N1CC2=CC=CC=C2CC1)C=1N(N=CC1)C (3,4-Dihydro-1H-isoquinoline-2-carboxylic acid [4-(2-amino-ethoxy)-3-(2-methyl-2H-pyrazol-3-yl)-phenyl]-amide). Yield: 42.9%. As a reaction SMILES: O=C1CCC(=O)N1O[C:9]([NH:11][C:12]1[CH:28]=[CH:27][C:15]([O:16][CH2:17][CH2:18][NH:19]C(=O)OC(C)(C)C)=[C:14]([C:29]2[N:33]([CH3:34])[N:32]=[CH:31][CH:30]=2)[CH:13]=1)=[O:10].CN(C)C=O.[CH2:40]1[C:49]2[C:44](=[CH:45][CH:46]=[CH:47][CH:48]=2)[CH2:43][CH2:42][NH:41]1.Cl.CCOCC>Cl>[NH2:19][CH2:18][CH2:17][O:16][C:15]1[CH:27]=[CH:28][C:12]([NH:11][C:9]([N:41]2[CH2:42][CH2:43][C:44]3[C:49](=[CH:48][CH:47]=[CH:46][CH:45]=3)[CH2:40]2)=[O:10])=[CH:13][C:14]=1[C:29]1[N:33]([CH3:34])[N:32]=[CH:31][CH:30]=1. Procedure details: A 2 mL aliquot of tert-butyl {2-[4-({[(2,5-dioxopyrrolidin-1-yl)oxy]carbonyl}amino)-2-(1-methyl-1H-pyrazol-5-yl)phenoxy]ethyl}carbamate in dimethylformamide (60.0 μmol) was added to 1,2,3,4-tetrahydroisoquinoline (9.59 mg, 1.2 eq) and stirred at room temperature for 18 hr. To this was added 2.0M hydrochloric acid in ether (150 μL, 5 eq) and the reaction was stirred at room temperature for 60 hr. Some of the deprotections were incomplete so 2-3 drops of concentrated hydrochloric acid was added to...